From a dataset of the Open Reaction Database (ORD), a public repository of structured organic reaction records. describe an organic reaction: reactants, conditions, products, and yield Starting materials: C1CCOC1, ClCc1ccccc1, [H-], NCCO, [Na+]. The product is NCCOCc1ccccc1. RXN SMILES: [CH2:15]1[O:16][CH2:17][CH2:18][CH2:19]1.[Cl:7][CH2:8][c:9]1[cH:10][cH:11][cH:12][cH:13][cH:14]1.[H-:6].[NH2:1][CH2:2][CH2:3][OH:4].[Na+:5]>>[NH2:1][CH2:2][CH2:3][O:4][CH2:8][c:9]1[cH:10][cH:11][cH:12][cH:13][cH:14]1. Starting materials: N=1C=CN2C1C=CC=C2SCCCCN2C(SCC2=O)=O (3-[4-(imidazo[1,2-a]pyridin-5-ylthio)butyl]thiazolidine-2,4-dione), C(CCCCCC)=O (1-heptanal), N1CCCCC1 (piperidine). Run in C(C)O (ethanol). Product: C(CCCCCC)=C1C(N(C(S1)=O)CCCCSC1=CC=CC=2N1C=CN2)=O (5-heptylidene-3-[4-(imidazo[1,2-a]pyridin-5-ylthio)butyl]thiazolidine-2,4-dione). RXN SMILES: [N:1]1[CH:2]=[CH:3][N:4]2[C:9]([S:10][CH2:11][CH2:12][CH2:13][CH2:14][N:15]3[C:19](=[O:20])[CH2:18][S:17][C:16]3=[O:21])=[CH:8][CH:7]=[CH:6][C:5]=12.[CH:22](=O)[CH2:23][CH2:24][CH2:25][CH2:26][CH2:27][CH3:28].N1CCCCC1>C(O)C>[CH:22](=[C:18]1[S:17][C:16](=[O:21])[N:15]([CH2:14][CH2:13][CH2:12][CH2:11][S:10][C:9]2[N:4]3[CH:3]=[CH:2][N:1]=[C:5]3[CH:6]=[CH:7][CH:8]=2)[C:19]1=[O:20])[CH2:23][CH2:24][CH2:25][CH2:26][CH2:27][CH3:28]. Procedure: To a solution of 1.61 g (5.0 mmol) of 3-[4-(imidazo[1,2-a]pyridin-5-ylthio)butyl]thiazolidine-2,4-dione and 0.70 ml (5.0 mmol) of 1-heptanal in 20 ml of ethanol, 0.05 ml (0.5 mmol) of piperidine was added, followed by refluxing for 2 hours. After the reaction mixture was cooled, the solvent was distilled off. The residue was dissolved in dichloromethane, washed with water and dried, after which the solvent was distilled off. The residue was purified by column chromatography (eluent, n-hexane/eth... Reactants: solution, CC(C)([O-])C.[K+] (potassium tert-butoxide), ClCC#N (chloroacetonitrile), C1(CCCC1)=O (cyclopentanone). The solvent is C(C)(C)(C)O (t-butyl alcohol), C(C)(C)(C)O (tert-butyl alcohol). Run at time 16 hour. Product: O1C(C12CCCC2)C#N (1-Oxa-spiro[2.4]heptane-2-carbonitrile). The yield is 68.3%. RXN SMILES: CC(C)([O-])C.[K+].Cl[CH2:8][C:9]#[N:10].[C:11]1(=[O:16])[CH2:15][CH2:14][CH2:13][CH2:12]1>C(O)(C)(C)C>[O:16]1[C:11]2([CH2:15][CH2:14][CH2:13][CH2:12]2)[CH:8]1[C:9]#[N:10] |f:0.1|. Procedure details: A 1 M solution of potassium tert-butoxide in tert-butyl alcohol (184.4 mL, 184.4 mmol) is added slowly to a solution of chloroacetonitrile (10.8 mL, 167.6 mmol) and cyclopentanone (15.0 mL, 167.6 mmol) in anhydrous t-butyl alcohol (33 mL). The reaction is stirred at room temperature for 16 h. The mixture is filtered through diatomaceous earth, the solvent is removed, and the residue is diluted with water. The mixture is neutralized with 30% aq.sodium dihydrogen phosphate solution and extracted w... The reactants are [OH-].[Na+] (sodium hydroxide), C(C1=CC=CC=C1)N1CCC(CCC1)=O (1-benzylazacycloheptan-4-one), Cl.NO (hydroxylamine hydrochloride), C(C)(=O)[O-].[Na+] (sodium acetate). Reported procedure: 7.2 g of 1-benzylazacycloheptan-4-one are added to a solution of 3.1 g of hydroxylamine hydrochloride and 2.9 g of sodium acetate in 30 ml of water at 60° C. After 2 hours, the mixture is cooled and made alkaline with 2N sodium hydroxide solution. The mixture is extracted four times with diethyl ether, the organic phases are washed with saturated sodium chloride solution and dried over magnesium sulphate, and the solvent is distilled off in a rotary evaporator. The residue is triturated with pet... Conditions: time 2 hour. RXN SMILES: [CH2:1]([N:8]1[CH2:14][CH2:13][CH2:12][C:11](=O)[CH2:10][CH2:9]1)[C:2]1[CH:7]=[CH:6][CH:5]=[CH:4][CH:3]=1.Cl.[NH2:17][OH:18].C([O-])(=O)C.[Na+].[OH-].[Na+]>O>[CH2:1]([N:8]1[CH2:14][CH2:13][CH2:12][C:11](=[N:17][OH:18])[CH2:10][CH2:9]1)[C:2]1[CH:7]=[CH:6][CH:5]=[CH:4][CH:3]=1 |f:1.2,3.4,5.6|. Solvent: O (water). Product: C(C1=CC=CC=C1)N1CCC(CCC1)=NO (1-Benzylazacycloheptan-4-one oxime). Starting materials: Cc1cc(-c2ccc(C(F)(F)F)nc2)nc(-c2cccc(-c3cccc(S(=O)(=O)NC(C)(C)C)c3)c2)n1, ClCCl, O=C(O)C(F)(F)F. Yields the product Cc1cc(-c2ccc(C(F)(F)F)nc2)nc(-c2cccc(-c3cccc(S(N)(=O)=O)c3)c2)n1. RXN SMILES: [C:1]([CH3:2])([CH3:3])([CH3:4])[NH:5][S:6](=[O:7])(=[O:8])[c:9]1[cH:10][c:11](-[c:15]2[cH:16][c:17](-[c:21]3[n:22][c:23](-[c:28]4[cH:29][n:30][c:31]([C:34]([F:35])([F:36])[F:37])[cH:32][cH:33]4)[cH:24][c:25]([CH3:27])[n:26]3)[cH:18][cH:19][cH:20]2)[cH:12][cH:13][cH:14]1.[Cl:45][CH2:46][Cl:47].[F:38][C:39]([F:40])([F:41])[C:42]([OH:43])=[O:44]>>[NH2:5][S:6](=[O:7])(=[O:8])[c:9]1[cH:10][c:11](-[c:15]2[cH:16][c:17](-[c:21]3[n:22][c:23](-[c:28]4[cH:29][n:30][c:31]([C:34]([F:35])([F:36])[F:37])[cH:32][cH:33]4)[cH:24][c:25]([CH3:27])[n:26]3)[cH:18][cH:19][cH:20]2)[cH:12][cH:13][cH:14]1. The reactants are C(C)(=O)O[C@@H]1CC2=C[C@H]([C@H]3[C@@H]4CC[C@H](C(C)C5OCC(CO5)(C)C)[C@]4(CC[C@@H]3[C@]2([C@@H]2[C@H]1O2)C)C)O (20-(5,5-dimethyl-1,3-dioxan-2-yl)-1α,2α-epoxy-7α-hydroxypregn-5-en-3β-yl acetate), C(C)(=O)OCC.CCCCCC (ethyl acetate hexane), C1(=CC=C(C=C1)S(=O)(=O)O)C (p-toluenesulfonic acid). Solvent: CC(=O)C (acetone), CC(=O)C (acetone). Reaction conditions: time 12 hour. Product: C(C)(=O)O[C@@H]1CC2=C[C@H]([C@H]3[C@@H]4CC[C@H](C(C)C=O)[C@]4(CC[C@@H]3[C@]2([C@@H]2[C@H]1O2)C)C)O (3β-acetoxy-1α,2α-epoxy-7α-hydroxypregn-5-ene-20-carbaldehyde). Isolated yield 67.1%. Reaction SMILES: [C:1]([O:4][C@H:5]1[C@@H:31]2[O:32][C@@H:30]2[C@@:29]2([CH3:33])[C:7](=[CH:8][C@@H:9]([OH:35])[C@@H:10]3[C@@H:28]2[CH2:27][CH2:26][C@@:25]2([CH3:34])[C@H:11]3[CH2:12][CH2:13][C@@H:14]2[CH:15]([CH:17]2OCC(C)(C)C[O:18]2)[CH3:16])[CH2:6]1)(=[O:3])[CH3:2].C1(C)C=CC(S(O)(=O)=O)=CC=1.C(OCC)(=O)C.CCCCCC>CC(C)=O>[C:1]([O:4][C@H:5]1[C@@H:31]2[O:32][C@@H:30]2[C@@:29]2([CH3:33])[C:7](=[CH:8][C@@H:9]([OH:35])[C@@H:10]3[C@@H:28]2[CH2:27][CH2:26][C@@:25]2([CH3:34])[C@H:11]3[CH2:12][CH2:13][C@@H:14]2[CH:15]([CH:17]=[O:18])[CH3:16])[CH2:6]1)(=[O:3])[CH3:2] |f:2.3|. Procedure: In 4 ml of acetone was dissolved 4.9 mg (0.01 mmole) of 20-(5,5-dimethyl-1,3-dioxan-2-yl)-1α,2α-epoxy-7α-hydroxypregn-5-en-3β-yl acetate, followed by addition of 1 ml of a 1 mmol/1 solution of p-toluenesulfonic acid in acetone (containing 0.001 mmole of p-toluenesulfonic acid). The mixture was stirred at room temperature for 12 hours. From the reaction mixture thus obtained, the solvent was distilled off under reduced pressure and the residue was diluted with methylene chloride. This methylene c... Reactants: FC1(OC2=C(O1)C=CC=C2N)F (2,2-difluoro-benzo[1,3]dioxol-4-ylamine), C(C)(C)(C)OC(N(CCCl)CCCl)=O (bis-(2-chloro-ethyl)-carbamic acid tert-butyl ester), [H-].[Na+] (NaH). Solvent: CN(C)C=O (DMF). Conditions: time 24 hour. Product: C(C)(C)(C)OC(=O)N1CCN(CC1)C1=CC=CC=2OC(OC21)(F)F (4-(2,2-difluoro-benzo[1,3]dioxol-4-yl)-piperazine-1-carboxylic acid tert-butyl ester). Isolated yield 22.5%. RXN SMILES: [F:1][C:2]1([F:12])[O:6][C:5]2[CH:7]=[CH:8][CH:9]=[C:10]([NH2:11])[C:4]=2[O:3]1.[C:13]([O:17][C:18](=[O:26])[N:19]([CH2:23][CH2:24]Cl)[CH2:20][CH2:21]Cl)([CH3:16])([CH3:15])[CH3:14].[H-].[Na+]>CN(C=O)C>[C:13]([O:17][C:18]([N:19]1[CH2:23][CH2:24][N:11]([C:10]2[C:4]3[O:3][C:2]([F:1])([F:12])[O:6][C:5]=3[CH:7]=[CH:8][CH:9]=2)[CH2:21][CH2:20]1)=[O:26])([CH3:16])([CH3:15])[CH3:14] |f:2.3|. Reported procedure: An intermediate compound, 1-(2,2-Difluoro-benzo[1,3]dioxol-4-yl)-piperazine, was produced as follows: To the mixture of 2,2-difluoro-benzo[1,3]dioxol-4-ylamine (27 g, 0.156 mol) and bis-(2-chloro-ethyl)-carbamic acid tert-butyl ester (75.5 g, 0.31 mol) in DMF (500 mL) was added NaH (15.6 g, 60% oil dispersion, 0.39 mol) at 0° C. and the resulting mixture was stirred at room temperature for 24 h until LCMS indicated the starting material disappeared. The reaction was quenched with aq. NH4Cl, extr... The solvent is O1CCCC1 (tetrahydrofuran), [Cl-].[Na+].O (brine). Yields the product O1C=NC2=C1C=CC(=C2)C[C@@H](C(=O)O)NC(=O)OC(C)(C)C ((S)-3-benzooxazol-5-yl-2-tert-butoxycarbonylamino-propionic acid). Reactants: C(C)OC([C@H](CC=1C=CC2=C(N=CO2)C1)NC(=O)OC(C)(C)C)=O ((S)-3-benzooxazol-5-yl-2-tert-butoxycarbonylamino-propionic acid ethyl ester), O (water), O.[OH-].[Li+] (lithium hydroxide monohydrate), O (water). Procedure: To a solution of (S)-3-benzooxazol-5-yl-2-tert-butoxycarbonylamino-propionic acid ethyl ester (0.54 g, 1.61 mmol) in tetrahydrofuran (10 mL) was added water (5 mL) and lithium hydroxide monohydrate (111 mg, 2.65 mmol) and the mixture stirred at ambient temperature under argon for 1 hour. The reaction mixture was poured into water (50 mL), diluted with brine (25 mL) and extracted with ethyl acetate (3×25 mL). The combined organic extracts were washed with brine (50 mL), dried over sodium sulfate ... Run at time 1 hour. As a reaction SMILES: C([O:3][C:4](=[O:24])[C@@H:5]([NH:16][C:17]([O:19][C:20]([CH3:23])([CH3:22])[CH3:21])=[O:18])[CH2:6][C:7]1[CH:8]=[CH:9][C:10]2[O:14][CH:13]=[N:12][C:11]=2[CH:15]=1)C.O.O.[OH-].[Li+]>O1CCCC1.[Cl-].[Na+].O>[O:14]1[C:10]2[CH:9]=[CH:8][C:7]([CH2:6][C@H:5]([NH:16][C:17]([O:19][C:20]([CH3:23])([CH3:22])[CH3:21])=[O:18])[C:4]([OH:24])=[O:3])=[CH:15][C:11]=2[N:12]=[CH:13]1 |f:2.3.4,6.7.8|.